Task: describe an organic reaction: reactants, conditions, products, and yield. Dataset: the Open Reaction Database (ORD), a public repository of structured organic reaction records Starting materials: C(C1=CC=CC=C1)C1=NC(=NO1)[C@H]1N(CCCC1)C(=O)OC(C)(C)C (tert-Butyl (2S)-2-(5-benzyl-1,2,4-oxadiazol-3-yl)-1-piperidinecarboxylate), ClCCl (dichloromethane). Conditions: temperature 0 celsius, time 30 minute. The product is Cl.C(C1=CC=CC=C1)C1=NC(=NO1)[C@H]1NCCCC1 (5-benzyl-3-[(2S)-2-piperidyl]-1,2,4-oxadiazole hydrochloride). RXN SMILES: [CH2:1]([C:8]1[O:12][N:11]=[C:10]([C@@H:13]2[CH2:18][CH2:17][CH2:16][CH2:15][N:14]2C(OC(C)(C)C)=O)[N:9]=1)[C:2]1[CH:7]=[CH:6][CH:5]=[CH:4][CH:3]=1.[Cl:26]CCl>>[ClH:26].[CH2:1]([C:8]1[O:12][N:11]=[C:10]([C@@H:13]2[CH2:18][CH2:17][CH2:16][CH2:15][NH:14]2)[N:9]=1)[C:2]1[CH:3]=[CH:4][CH:5]=[CH:6][CH:7]=1 |f:2.3|. Reported procedure: tert-Butyl (2S)-2-(5-benzyl-1,2,4-oxadiazol-3-yl)-1-piperidinecarboxylate (10.59 g) [see Preparation 6] was dissolved in dichloromethane (150 ml) and cooled to 0° C. Hydrogen chloride gas was then bubbled through until the point of saturation. The reaction mixture was then stirred for 30 mins. at 0° C., the solvent was removed under reduced pressure and the product azeotroped with dichloromethane to afford 5-benzyl-3-[(2S)-2-piperidyl]-1,2,4-oxadiazole hydrochloride (8.3 g) as a yellow solid. Starting materials: [OH-].[Na+] (sodium hydroxide), ClC1=CC=C(CN2C(CCC2)=C[N+](=O)[O-])C=C1 (1-p-chlorobenzyl-2-nitromethylene-pyrrolidine), [Li+].[H-] (hydride lithium), [Al] (aluminium). Solvent: O (water), O (water), O1CCCC1 (tetrahydrofurane), O1CCCC1 (tetrahydrofurane). Yields the product NCC1N(CCC1)CC1=CC=C(C=C1)Cl (2-aminomethyl-1-p-chlorobenzyl-pyrrolidine). Yield: 80.3%. RXN SMILES: [Li+].[H-].[Al].[Cl:4][C:5]1[CH:20]=[CH:19][C:8]([CH2:9][N:10]2[CH2:14][CH2:13][CH2:12][C:11]2=[CH:15][N+:16]([O-])=O)=[CH:7][CH:6]=1.[OH-].[Na+]>O1CCCC1.O>[NH2:16][CH2:15][CH:11]1[CH2:12][CH2:13][CH2:14][N:10]1[CH2:9][C:8]1[CH:7]=[CH:6][C:5]([Cl:4])=[CH:20][CH:19]=1 |f:0.1,4.5|. Procedure details: 500 ml of anhydrous tetrahydrofurane and 23.4 g (0.615 mol) of the double hydride lithium and aluminium are introduced into a reactor equipped with a mechanical stirrer, and a solution of 27.3 g (0.108 mol) of 1-p-chlorobenzyl-2-nitromethylene-pyrrolidine in 1,000 ml of tetrahydrofurane is then added slowly. The reaction mixture is heated at the reflux temperature for 12 hours and then cooled, and 53 ml of water are added dropwise, followed by 53 ml of 20% strength sodium hydroxide solution and ...